Dataset: the Open Reaction Database (ORD), a public repository of structured organic reaction records. Task: describe an organic reaction: reactants, conditions, products, and yield The reactants are C(C)(=O)O (acetic acid), C(C)(C)(C)OC(=O)C1(C(C=CC1=O)CC(=O)OC)CC#CCC (5-tert-butoxycarbonyl-4-methoxycarbonylmethyl-5-(2-pentynyl)-2-cyclopentenone), C(C)(C)(C)OC(=O)C1(C(C=CC1=O)CC(=O)OC)CC#CCC (5-tert-butoxycarbonyl-4-methoxycarbonylmethyl-5-(2-pentynyl)-2-cyclopentenone), [BH4-].[Na+] (sodium borohydride). The solvent is CO (methanol). Run at time 30 minute. The product is COC(=O)CC1C(C(CC1)O)(CC#CCC)C(=O)OC (3-methoxycarbonylmethyl-2-methoxycarbonyl-2-(2-pentynyl)-cyclopentanol). RXN SMILES: [C:1]([O:5][C:6]([C:8]1([CH2:19][C:20]#[C:21][CH2:22][CH3:23])[C:12](=[O:13])[CH:11]=[CH:10][CH:9]1[CH2:14][C:15]([O:17][CH3:18])=[O:16])=[O:7])(C)(C)C.[BH4-].[Na+].C(O)(=O)C>CO>[CH3:18][O:17][C:15]([CH2:14][CH:9]1[CH2:10][CH2:11][CH:12]([OH:13])[C:8]1([C:6]([O:5][CH3:1])=[O:7])[CH2:19][C:20]#[C:21][CH2:22][CH3:23])=[O:16] |f:1.2|. Procedure details: A 5 q quantity of 5-methoxycarbonyl-4-methoxycarbonylmethyl-5-(2-pentynyl)-2-cyclopentenone (compound (2-a)) and 1.35 g of sodium borohydride are dissolved in 200 ml of methanol, and the solution is refluxed in a nitrogen atmosphere for one hour. The reaction mixture is cooled to room temperature, and about 30 ml of acetic acid is added to the mixture. The resulting mixture is stirred for 30 minutes and thereafter concentrated in a vacuum. The residue is dissolved in a mixture of benzene and eth...